Dataset: the Open Reaction Database (ORD), a public repository of structured organic reaction records. Task: describe an organic reaction: reactants, conditions, products, and yield The reactants are O=N[O-], COc1cnc(N)c(OC)n1, NC(N)=O, [Na+], O, O=S(=O)(O)O. Product: COc1cnc(O)c(OC)n1. RXN SMILES: [N:17]([O-:18])=[O:19].[NH2:1][c:2]1[n:3][cH:4][c:5]([O:10][CH3:11])[n:6][c:7]1[O:8][CH3:9].[NH2:21][C:22](=[O:23])[NH2:24].[Na+:20].[OH2:25].[S:12]([OH:13])(=[O:14])(=[O:15])[OH:16]>>[c:2]1([OH:13])[n:3][cH:4][c:5]([O:10][CH3:11])[n:6][c:7]1[O:8][CH3:9]. Starting materials: FC1=CC2=C(S1)C1(CCNCC1)OCC2 (2-fluorospiro[4,5-dihydrothieno[2,3-c]pyran-7,4′-piperidine]), C(=O)C=1C(=NN(C1)C1=NC=CC=C1C#N)C (2-(4-formyl-3-methyl-pyrazol-1-yl)pyridine-3-carbonitrile). Product: FC1=CC2=C(S1)C1(CCN(CC1)CC=1C(=NN(C1)C1=NC=CC=C1C#N)C)OCC2 (2-[4-[(2-fluorospiro[4,5-dihydrothieno[2,3-c]pyran-7,4′-piperidine]-1′-yl)methyl]-3-methyl-pyrazol-1-yl]pyridine-3-carbonitrile). Yield: 32.0%. As a reaction SMILES: [F:1][C:2]1[S:6][C:5]2[C:7]3([O:13][CH2:14][CH2:15][C:4]=2[CH:3]=1)[CH2:12][CH2:11][NH:10][CH2:9][CH2:8]3.[CH:16]([C:18]1[C:19]([CH3:31])=[N:20][N:21]([C:23]2[C:28]([C:29]#[N:30])=[CH:27][CH:26]=[CH:25][N:24]=2)[CH:22]=1)=O>>[F:1][C:2]1[S:6][C:5]2[C:7]3([O:13][CH2:14][CH2:15][C:4]=2[CH:3]=1)[CH2:12][CH2:11][N:10]([CH2:16][C:18]1[C:19]([CH3:31])=[N:20][N:21]([C:23]2[C:28]([C:29]#[N:30])=[CH:27][CH:26]=[CH:25][N:24]=2)[CH:22]=1)[CH2:9][CH2:8]3. Procedure details: This compound is essentially prepared as described in Preparation 7 by using 2-fluorospiro[4,5-dihydrothieno[2,3-c]pyran-7,4′-piperidine] and 2-(4-formyl-3-methyl-pyrazol-1-yl)pyridine-3-carbonitrile. The residue is purified by SCX to give 2-[4-[(2-fluorospiro[4,5-dihydrothieno[2,3-c]pyran-7,4′-piperidine]-1′-yl)methyl]-3-methyl-pyrazol-1-yl]pyridine-3-carbonitrile in a 32% yield. MS (m/z): 424 (M+1). Starting materials: NC1=CC=C2C(C(N(C2=C1F)C)=O)(C)C (6-amino-7-fluoro-1,3,3-trimethylindolin-2-one), C(C1=CN=CC=C1)(=O)O (nicotinic acid). Product: FC=1C(=CC=C2C(C(N(C12)C)=O)(C)C)NC(C1=CN=CC=C1)=O (N-(7-fluoro-1,3,3-trimethyl-2-oxoindolin-6-yl)nicotinamide). RXN SMILES: [NH2:1][C:2]1[C:10]([F:11])=[C:9]2[C:5]([C:6]([CH3:15])([CH3:14])[C:7](=[O:13])[N:8]2[CH3:12])=[CH:4][CH:3]=1.[C:16](O)(=[O:23])[C:17]1[CH:22]=[CH:21][CH:20]=[N:19][CH:18]=1>>[F:11][C:10]1[C:2]([NH:1][C:16](=[O:23])[C:17]2[CH:22]=[CH:21][CH:20]=[N:19][CH:18]=2)=[CH:3][CH:4]=[C:5]2[C:9]=1[N:8]([CH3:12])[C:7](=[O:13])[C:6]2([CH3:15])[CH3:14]. Procedure details: Prepared in analogy to example 26 from 6-amino-7-fluoro-1,3,3-trimethylindolin-2-one (example 13d) and nicotinic acid. The title compound was obtained as off-white crystals. The reactants are C[Sn](C)(C)c1nccs1, CCCCCCCCCCCCCCOc1ccc(CC(=O)Nc2cccc(I)c2)cc1, C1CCOC1, Cl[Pd]Cl, c1ccc(P(c2ccccc2)c2ccccc2)cc1, c1ccc(P(c2ccccc2)c2ccccc2)cc1. Product: CCCCCCCCCCCCCCOc1ccc(CC(=O)Nc2cccc(-c3nccs3)c2)cc1. As a reaction SMILES: [CH3:33][Sn:34]([c:35]1[s:36][cH:37][cH:38][n:39]1)([CH3:40])[CH3:41].[I:1][c:2]1[cH:3][c:4]([NH:8][C:9]([CH2:10][c:11]2[cH:12][cH:13][c:14]([O:17][CH2:18][CH2:19][CH2:20][CH2:21][CH2:22][CH2:23][CH2:24][CH2:25][CH2:26][CH2:27][CH2:28][CH2:29][CH2:30][CH3:31])[cH:15][cH:16]2)=[O:32])[cH:5][cH:6][cH:7]1.[O:42]1[CH2:43][CH2:44][CH2:45][CH2:46]1.[Pd:47]([Cl:48])[Cl:49].[c:50]1([P:51]([c:52]2[cH:53][cH:54][cH:55][cH:56][cH:57]2)[c:58]2[cH:59][cH:60][cH:61][cH:62][cH:63]2)[cH:64][cH:65][cH:66][cH:67][cH:68]1.[c:69]1([P:70]([c:71]2[cH:72][cH:73][cH:74][cH:75][cH:76]2)[c:77]2[cH:78][cH:79][cH:80][cH:81][cH:82]2)[cH:83][cH:84][cH:85][cH:86][cH:87]1>>[c:2]1(-[c:35]2[s:36][cH:37][cH:38][n:39]2)[cH:3][c:4]([NH:8][C:9]([CH2:10][c:11]2[cH:12][cH:13][c:14]([O:17][CH2:18][CH2:19][CH2:20][CH2:21][CH2:22][CH2:23][CH2:24][CH2:25][CH2:26][CH2:27][CH2:28][CH2:29][CH2:30][CH3:31])[cH:15][cH:16]2)=[O:32])[cH:5][cH:6][cH:7]1. As a reaction SMILES: [K+:1].[O-:2][N+:3]([O-:4])=[O:5].[OH:6][c:7]1[c:8]([OH:24])[n:9][c:10]2[cH:11][cH:12][c:13]3[c:14]([c:15]2[n:16]1)[c:17]([N+:21](=[O:22])[O-:23])[cH:18][cH:19][cH:20]3.[S:25](=[O:26])(=[O:27])([OH:28])[OH:29]>>[O:2]=[N+:3]([O-:4])[c:12]1[cH:11][c:10]2[n:9][c:8]([OH:24])[c:7]([OH:6])[n:16][c:15]2[c:14]2[c:13]1[cH:20][cH:19][cH:18][c:17]2[N+:21](=[O:22])[O-:23]. Starting materials: [K+], O=[N+]([O-])[O-], O=[N+]([O-])c1cccc2ccc3nc(O)c(O)nc3c12, O=S(=O)(O)O. Yields the product O=[N+]([O-])c1cc2nc(O)c(O)nc2c2c([N+](=O)[O-])cccc12. Reported procedure: 4-fluoro-1H-pyrrolo[2,3-c]pyridin-7-amine (2.26 g, 15 mmol) was added to a mixture of AlCl3 (12.0 g, 90.0 mmol) and ethylmethylimidazolium chloride (4.38 g, 30.0 mmol). Methyl chlorooxoacetate (3.6 mL, 30.0 mmol) was added slowly to the above solution and the mixture was stirred at rt for 3 h. Reaction flask was placed in an ice bath and water was slowly added until a white precipitate formed. The solid was collected by filtration and suspended in DMF. TEA (7 mL) was added and the mixture was st... The product is NC=1N=CC(=C2C1NC=C2C(C(=O)O)=O)F (2-(7-amino-4-fluoro-1H-pyrrolo[2,3-c]pyridin-3-yl)-2-oxoacetic acid). The solvent is O (water). Reactants: FC1=C2C(=C(N=C1)N)NC=C2 (4-fluoro-1H-pyrrolo[2,3-c]pyridin-7-amine), [Al+3].[Cl-].[Cl-].[Cl-] (AlCl3), [Cl-].C(C)C1=[N+](C=CN1)C (ethylmethylimidazolium chloride), ClC(C(=O)OC)=O (Methyl chlorooxoacetate). As a reaction SMILES: [F:1][C:2]1[CH:7]=[N:6][C:5]([NH2:8])=[C:4]2[NH:9][CH:10]=[CH:11][C:3]=12.[Al+3].[Cl-].[Cl-].[Cl-].[Cl-].C(C1NC=C[N+]=1C)C.Cl[C:26](=[O:31])[C:27]([O:29]C)=[O:28]>O>[NH2:8][C:5]1[N:6]=[CH:7][C:2]([F:1])=[C:3]2[C:11]([C:26](=[O:31])[C:27]([OH:29])=[O:28])=[CH:10][NH:9][C:4]=12 |f:1.2.3.4,5.6|. Run at time 3 hour.